From a dataset of the Open Reaction Database (ORD), a public repository of structured organic reaction records. describe an organic reaction: reactants, conditions, products, and yield Isolated yield 54.4%. RXN SMILES: [Cl:1][C:2]1[N:7]=[C:6]2[CH2:8][CH2:9][CH2:10][C:5]2=[C:4]([Cl:11])[CH:3]=1.B(O)(O)[C:13]1[CH:18]=[CH:17][CH:16]=[C:15]([CH3:19])[CH:14]=1>>[ClH:1].[Cl:11][C:4]1[CH:3]=[C:2]([C:13]2[CH:14]=[C:15]([CH3:19])[CH:16]=[CH:17][CH:18]=2)[N:7]=[C:6]2[CH2:8][CH2:9][CH2:10][C:5]=12 |f:2.3|. Reported procedure: Following General Procedure F, 2,4-dichloro-6,7-dihydro-5H-cyclopenta[b]pyridine (0.300 g, 1.60 mmol) was reacted with 3-tolyboronic acid (0.282 g, 2.07 mmol), followed by the formation of the hydrochloride salt to afford the title compound (0.244 g, 82%) as a white solid. MW=280.19. 1H NMR (CDCl3, 500 MHz) δ 13.97 (s, 1H), 7.97 (s, 1H), 7.91 (d, J=7.5 Hz, 1H), 7.74 (s, 1H), 7.49 (t, J=7.5 Hz, 1H), 7.41 (d, J=7.5 Hz, 1H), 3.84 (t, J=7.6 Hz, 2H), 3.15 (t, J=7.6 Hz, 2H), 2.49 (s, 3H), 2.41-2.37 (m... The reactants are ClC1=CC(=C2C(=N1)CCC2)Cl (2,4-dichloro-6,7-dihydro-5H-cyclopenta[b]pyridine), B(C1=CC(=CC=C1)C)(O)O (3-tolyboronic acid), hydrochloride salt. Yields the product Cl.ClC1=C2C(=NC(=C1)C=1C=C(C=CC1)C)CCC2 (4-chloro-2-(m-tolyl)-6,7-dihydro-5H-cyclopenta[b]pyridine hydrochloride). Starting materials: CCOCC(Oc1ccc(OCC(=O)OCC)c(C)c1)c1cccc(-c2ccc(C#N)cc2)n1, C1CCOC1, Cl, [Na+], [OH-], O. Yields the product CCOCC(Oc1ccc(OCC(=O)O)c(C)c1)c1cccc(-c2ccc(C#N)cc2)n1. RXN SMILES: [C:1](#[N:2])[c:3]1[cH:4][cH:5][c:6](-[c:9]2[cH:10][cH:11][cH:12][c:13]([CH:15]([CH2:16][O:17][CH2:18][CH3:19])[O:20][c:21]3[cH:22][c:23]([CH3:34])[c:24]([O:27][CH2:28][C:29](=[O:30])[O:31][CH2:32][CH3:33])[cH:25][cH:26]3)[n:14]2)[cH:7][cH:8]1.[CH2:39]1[O:40][CH2:41][CH2:42][CH2:43]1.[ClH:38].[Na+:37].[OH-:36].[OH2:35]>>[C:1](#[N:2])[c:3]1[cH:4][cH:5][c:6](-[c:9]2[cH:10][cH:11][cH:12][c:13]([CH:15]([CH2:16][O:17][CH2:18][CH3:19])[O:20][c:21]3[cH:22][c:23]([CH3:34])[c:24]([O:27][CH2:28][C:29](=[O:30])[OH:31])[cH:25][cH:26]3)[n:14]2)[cH:7][cH:8]1. The reactants are C(C)OC=1C(=CC(=C(C1)N1C(N(C(=CC1=O)C(F)(F)F)C)=O)F)C#C[Si](C)(C)C (3-{5-Ethoxy-2-fluoro-4-[2-(trimethylsilyl)-1-ethynyl]phenyl}-1-methyl-6-trifluoromethyl-2,4(1H,3H)-pyrimidinedione), [F-].[K+] (potassium fluoride). Solvent: C(C)O (ethanol), C(C)O (ethanol). Conditions: time 8 hour. Yields the product C(C)OC=1C(=CC(=C(C1)N1C(N(C(=CC1=O)C(F)(F)F)C)=O)F)C#C (3-[5-ethoxy-4-(1-ethynyl)-2-fluorophenyl]-1-methyl-6-trifluoromethyl-2,4(1H,3H)-pyrimidinedione). Yield: 82.5%. As a reaction SMILES: [CH2:1]([O:3][C:4]1[C:5]([C:24]#[C:25][Si](C)(C)C)=[CH:6][C:7]([F:23])=[C:8]([N:10]2[C:15](=[O:16])[CH:14]=[C:13]([C:17]([F:20])([F:19])[F:18])[N:12]([CH3:21])[C:11]2=[O:22])[CH:9]=1)[CH3:2].[F-].[K+]>C(O)C>[CH2:1]([O:3][C:4]1[C:5]([C:24]#[CH:25])=[CH:6][C:7]([F:23])=[C:8]([N:10]2[C:15](=[O:16])[CH:14]=[C:13]([C:17]([F:20])([F:18])[F:19])[N:12]([CH3:21])[C:11]2=[O:22])[CH:9]=1)[CH3:2] |f:1.2|. Procedure: 3-{5-Ethoxy-2-fluoro-4-[2-(trimethylsilyl)-1-ethynyl]phenyl}-1-methyl-6-trifluoromethyl-2,4(1H,3H)-pyrimidinedione (1.37 g) was dissolved in ethanol (14 ml). To this solution, an aqueous solution (1 ml) of potassium fluoride (0.30 g) was added dropwise at room temperature and the mixture was stirred for further 8 hours. After the reaction, ethanol was distilled off under reduced pressure, extracted with ethyl acetate, washed with water, and then dried over anhydrous magnesium sulfate. Then, ethy... The reactants are C(=O)(O)[O-].[Na+] (NaHCO3), C1(CCCC1)OC1=C(C=CC=C1OC(F)F)/C=C/C=1N=C2SC=CN2C1C(=O)OCC (Ethyl 6-{(E)-2-[2-(cyclopentyloxy)-3-(difluoromethoxy)phenyl]vinyl}imidazo[2,1-b][1,3]thiazole-5-carboxylate), C1(CCCC1)OC1=C(C=CC=C1OC(F)F)/C=C/C=1N=C2SC=CN2C1C(=O)O (6-{(E)-2-[2-(Cyclopentyloxy)-3-(difluoromethoxy)phenyl]vinyl}imidazo[2,1-b][1,3]thiazole-5-carboxylic acid), C(C)(=O)O (acetic acid). Run in Br (hydrobromic acid). Conditions: temperature 60 celsius. Product: FC(OC=1C(=C(C=CC1)/C=C/C=1N=C2SC=CN2C1C(=O)OCC)O)F (Ethyl 6-{(E)-2-[3-(difluoromethoxy)-2-hydroxyphenyl]vinyl}imidazo[2,1-b][1,3]thiazole-5-carboxylate). Yield: 86.2%. As a reaction SMILES: C1([O:6][C:7]2[C:12]([O:13][CH:14]([F:16])[F:15])=[CH:11][CH:10]=[CH:9][C:8]=2/[CH:17]=[CH:18]/[C:19]2[N:20]=[C:21]3[N:25]([C:26]=2[C:27]([O:29][CH2:30][CH3:31])=[O:28])[CH:24]=[CH:23][S:22]3)CCCC1.C1(OC2C(OC(F)F)=CC=CC=2/C=C/C2N=C3N(C=2C(O)=O)C=CS3)CCCC1.C(O)(=O)C.C([O-])(O)=O.[Na+]>Br>[F:16][CH:14]([F:15])[O:13][C:12]1[C:7]([OH:6])=[C:8](/[CH:17]=[CH:18]/[C:19]2[N:20]=[C:21]3[N:25]([C:26]=2[C:27]([O:29][CH2:30][CH3:31])=[O:28])[CH:24]=[CH:23][S:22]3)[CH:9]=[CH:10][CH:11]=1 |f:3.4|. Reported procedure: A solution of Ethyl 6-{(E)-2-[2-(cyclopentyloxy)-3-(difluoromethoxy)phenyl]vinyl}imidazo[2,1-b][1,3]thiazole-5-carboxylate (4.10 g, 9.149 mmol) from Intermediate 5, Step 1 in a mixture of 48% hydrobromic acid (20 mL) and glacial acetic acid (20 mL) was heated at 60° C. for 2 h. The reaction mixture was cooled to room temperature and neutralized with saturated solution of NaHCO3. The mixture was extracted with ethyl acetate (2×100 mL) and the combined organic layers were washed with water (2×100 ... Starting materials: C(C)SC1=C(C(=O)O)C=CC=C1 (2-ethylsulfanylbenzoic acid), C(C(=O)Cl)(=O)Cl (oxalyl chloride). Reagents/catalysts: CN(C)C=O (DMF). The solvent is C(Cl)(Cl)Cl (chloroform). Run at time 6 hour. Product: C(C)SC1=C(C(=O)Cl)C=CC=C1 (2-ethylsulfanylbenzoic acid chloride). Yield: 100.0%. Reaction SMILES: [CH2:1]([S:3][C:4]1[CH:12]=[CH:11][CH:10]=[CH:9][C:5]=1[C:6](O)=[O:7])[CH3:2].C(Cl)(=O)C([Cl:16])=O>CN(C=O)C.C(Cl)(Cl)Cl>[CH2:1]([S:3][C:4]1[CH:12]=[CH:11][CH:10]=[CH:9][C:5]=1[C:6]([Cl:16])=[O:7])[CH3:2]. Procedure: To a mixture of 2-ethylsulfanylbenzoic acid (9.11 g), chloroform (100 ml), and oxalyl chloride (9.72 g), DMF (2 drops) was added, and stirred at room temperature for 6 hours. The reaction mixture was concentrated under reduced pressure to give 10.03 g of 2-ethylsulfanylbenzoic acid chloride (Compound (1H)-241). Reactants: C(=O)(C(F)(F)F)O (TFA), C(#N)C1=CC(=C(C=C1)C=1C=NN(C1O)C1=NC=C(C(=O)O)C=C1)C (6-(4-(4-cyano-2-methylphenyl)-5-hydroxy-1H-pyrazol-1-yl)nicotinic acid), CN1CC(OCC1)CN ((4-methylmorpholin-2-yl)methanamine). Product: C(#N)C1=CC(=C(C=C1)C=1C=NN(C1O)C1=NC=C(C(=O)NCC2CN(CCO2)C)C=C1)C (6-(4-(4-cyano-2-methylphenyl)-5-hydroxy-1H-pyrazol-1-yl)-N-((4-methylmorpholin-2-yl)methyl)nicotinamide). As a reaction SMILES: C(O)(C(F)(F)F)=O.[C:8]([C:10]1[CH:15]=[CH:14][C:13]([C:16]2[CH:17]=[N:18][N:19]([C:22]3[CH:30]=[CH:29][C:25]([C:26]([OH:28])=O)=[CH:24][N:23]=3)[C:20]=2[OH:21])=[C:12]([CH3:31])[CH:11]=1)#[N:9].[CH3:32][N:33]1[CH2:38][CH2:37][O:36][CH:35]([CH2:39][NH2:40])[CH2:34]1>>[C:8]([C:10]1[CH:15]=[CH:14][C:13]([C:16]2[CH:17]=[N:18][N:19]([C:22]3[CH:30]=[CH:29][C:25]([C:26]([NH:40][CH2:39][CH:35]4[O:36][CH2:37][CH2:38][N:33]([CH3:32])[CH2:34]4)=[O:28])=[CH:24][N:23]=3)[C:20]=2[OH:21])=[C:12]([CH3:31])[CH:11]=1)#[N:9]. Reported procedure: The title compound, as a TFA salt, was prepared in a manner similar to Example 74 using 6-(4-(4-cyano-2-methylphenyl)-5-hydroxy-1H-pyrazol-1-yl)nicotinic acid and (4-methylmorpholin-2-yl)methanamine. 1H NMR (400 MHz, DMSO-d6) δ ppm 2.44 (s, 3H) 2.78-2.94 (m, 4H) 2.98-3.15 (m, 1H) 3.31-3.58 (m, 4H) 3.68 (t, J=11.75 Hz, 1H) 3.78-3.95 (m, 1H) 4.08 (dd, J=12.88, 3.03 Hz, 1H) 7.67 (d, J=8.08 Hz, 1H) 7.74 (s, 1H) 7.78 (br. s., 1H) 8.21 (d, J=6.32 Hz, 1H) 8.44 (d, J=7.07 Hz, 2H) 8.85-9.06 (m, 2H) 9.93 ... Reactants: COC1=C(C=CC2=C1CCC(CC2)N2CCN(CC2)C)N (1-methoxy-7-(4-methyl-piperazin-1-yl)-6,7,8,9-tetrahydro-5H-benzocyclohepten-2-ylamine), ClC1=NC=C(C(=N1)N[C@H]1[C@H]([C@@H]2C=C[C@H]1C2)C(=O)N)Cl ((1S,2S,3R,4R)-3-(2,5-dichloro-pyrimidin-4-ylamino)-bicyclo[2.2.1]hept-5-ene-2-carboxylic acid amide). Product: ClC=1C(=NC(=NC1)NC=1C=CC2=C(CCC(CC2)N2CCN(CC2)C)C1OC)N[C@H]1[C@H]([C@@H]2C=C[C@H]1C2)C(=O)N ((1S,2S,3R,4R)-3-{5-Chloro-2-[1-methoxy-7-(4-methyl-piperazin-1-yl)-6,7,8,9-tetrahydro-5H-benzocyclohepten-2-ylamino]-pyrimidin-4-ylamino}-bicyclo[2.2.1]hept-5-ene-2-carboxylic acid amide). RXN SMILES: [CH3:1][O:2][C:3]1[C:8]2[CH2:9][CH2:10][CH:11]([N:14]3[CH2:19][CH2:18][N:17]([CH3:20])[CH2:16][CH2:15]3)[CH2:12][CH2:13][C:7]=2[CH:6]=[CH:5][C:4]=1[NH2:21].Cl[C:23]1[N:28]=[C:27]([NH:29][C@@H:30]2[C@@H:35]3[CH2:36][C@@H:32]([CH:33]=[CH:34]3)[C@@H:31]2[C:37]([NH2:39])=[O:38])[C:26]([Cl:40])=[CH:25][N:24]=1>>[Cl:40][C:26]1[C:27]([NH:29][C@@H:30]2[C@@H:35]3[CH2:36][C@@H:32]([CH:33]=[CH:34]3)[C@@H:31]2[C:37]([NH2:39])=[O:38])=[N:28][C:23]([NH:21][C:4]2[CH:5]=[CH:6][C:7]3[CH2:13][CH2:12][CH:11]([N:14]4[CH2:15][CH2:16][N:17]([CH3:20])[CH2:18][CH2:19]4)[CH2:10][CH2:9][C:8]=3[C:3]=2[O:2][CH3:1])=[N:24][CH:25]=1. Reported procedure: The title compound was prepared from 1-methoxy-7-(4-methyl-piperazin-1-yl)-6,7,8,9-tetrahydro-5H-benzocyclohepten-2-ylamine and (1S,2S,3R,4R)-3-(2,5-dichloro-pyrimidin-4-ylamino)-bicyclo[2.2.1]hept-5-ene-2-carboxylic acid amide was prepared in an analogous manner to Example 179. Product was isolated as a single diastereomer (21.7 mg, 7%). LCMS (m/e) 552 (M+H); 1H NMR (CDCl3, 400 MHz) δ 11.74 (s, 1H), 9.13 (d, 1H, J=8.08 Hz), 7.71 (s, 1H), 7.62 (d, 1H, J=8.34), 6.90 (d, 1H, J=8.34 Hz), 6.30 (m, 1...